The task is: describe an organic reaction: reactants, conditions, products, and yield. This data is from the Open Reaction Database (ORD), a public repository of structured organic reaction records. The reactants are ClC1=NC=C(C(=N1)NC1=CC(=CC=C1)C(C)C)F (2-chloro-5-fluoro-N4-(3-isopropylphenyl)-4-pyrimidineamine), COC(=O)C=1OC2=C(C1)C=C(C=C2)N (2-methoxycarbonyl-5-aminobenzofuran). Yields the product FC=1C(=NC(=NC1)NC=1C=CC2=C(C=C(O2)C(=O)OC)C1)NC1=CC(=CC=C1)C(C)C (5-fluoro-N4-(3-isopropylphenyl)-N2-(2-methoxycarbonylbenzofur-5-yl)-2,4-pyrimidinediamine). RXN SMILES: Cl[C:2]1[N:7]=[C:6]([NH:8][C:9]2[CH:14]=[CH:13][CH:12]=[C:11]([CH:15]([CH3:17])[CH3:16])[CH:10]=2)[C:5]([F:18])=[CH:4][N:3]=1.[CH3:19][O:20][C:21]([C:23]1[O:24][C:25]2[CH:31]=[CH:30][C:29]([NH2:32])=[CH:28][C:26]=2[CH:27]=1)=[O:22]>>[F:18][C:5]1[C:6]([NH:8][C:9]2[CH:14]=[CH:13][CH:12]=[C:11]([CH:15]([CH3:17])[CH3:16])[CH:10]=2)=[N:7][C:2]([NH:32][C:29]2[CH:30]=[CH:31][C:25]3[O:24][C:23]([C:21]([O:20][CH3:19])=[O:22])=[CH:27][C:26]=3[CH:28]=2)=[N:3][CH:4]=1. Procedure details: In like manner to the preparation of N4-(3,4-ethylenedioxyphenyl)-5-fluoro-N2-(3-hyroxyphenyl)-2,4-pyrimidinediamine, 2-chloro-5-fluoro-N4-(3-isopropylphenyl)-4-pyrimidineamine and 2-methoxycarbonyl-5-aminobenzofuran were reacted to give 5-fluoro-N4-(3-isopropylphenyl)-N2-(2-methoxycarbonylbenzofur-5-yl)-2,4-pyrimidinediamine. LCMS: retn, time: 26.05 min.; purity: 99%; MS (m/e): 420 (M+), 422 (MH+); 1H NMR (DMSO-d6): δ 10.00 (1H, s), 9.95 (1H, s), 8.31 (1H, d, J=4.8 Hz), 8.11 (1H, s), 7.74 (3H, ... Reactants: CC(C)=CCC\C(\C)=C\CO (Geraniol). Reagents/catalysts: [Pt]=O (platinum oxide). The solvent is C(C)O (ethanol). Reaction conditions: time 24 hour. Yields the product CC(CCO)CCCC(C)C (3,7-dimethyloctanol). Isolated yield 97.5%. RXN SMILES: [CH3:1][C:2](=[CH:4][CH2:5][CH2:6]/[C:7](=[CH:9]/[CH2:10][OH:11])/[CH3:8])[CH3:3]>C(O)C.[Pt]=O>[CH3:8][CH:7]([CH2:6][CH2:5][CH2:4][CH:2]([CH3:3])[CH3:1])[CH2:9][CH2:10][OH:11]. Reported procedure: Geraniol (100 g) was dissolved in ethanol (500 ml), added with platinum oxide (500 mg) and stirred for 24 hours at room temperature under hydrogen atmosphere. After the completion of the reaction, insoluble material was removed by filtration through a Celite layer and the filtrate was concentrated under reduced pressure to obtain 3,7-dimethyloctanol (100 g). Starting materials: C(C)OC(CC1=CC(=C(C=C1)OC)OC1=C(C=C(C=C1)[N+](=O)[O-])CN(CC)C(C)=O)=O ((3-{2-[(acetyl-ethyl-amino)-methyl]-4-nitro-phenoxy}-4-methoxy-phenyl)-acetic acid ethyl ester), C (DARCO), CN(N)C (1,1-dimethylhydrazine), ferric chloride. Yields the product C(C)OC(CC1=CC(=C(C=C1)OC)OC1=C(C=C(C=C1)N)CN(CC)C(C)=O)=O ((3-{2-[(Acetyl-ethyl-amino)-methyl]-4-amino-phenoxy}-4-methoxy-phenyl)-acetic acid ethyl ester). Reaction SMILES: [CH2:1]([O:3][C:4](=[O:31])[CH2:5][C:6]1[CH:11]=[CH:10][C:9]([O:12][CH3:13])=[C:8]([O:14][C:15]2[CH:20]=[CH:19][C:18]([N+:21]([O-])=O)=[CH:17][C:16]=2[CH2:24][N:25]([C:28](=[O:30])[CH3:29])[CH2:26][CH3:27])[CH:7]=1)[CH3:2].CN(C)N.C>>[CH2:1]([O:3][C:4](=[O:31])[CH2:5][C:6]1[CH:11]=[CH:10][C:9]([O:12][CH3:13])=[C:8]([O:14][C:15]2[CH:20]=[CH:19][C:18]([NH2:21])=[CH:17][C:16]=2[CH2:24][N:25]([C:28](=[O:30])[CH3:29])[CH2:26][CH3:27])[CH:7]=1)[CH3:2]. Procedure details: Prepared according to the procedure described in Example 42, Step 4, using the following starting materials: (3-{2-[(acetyl-ethyl-amino)-methyl]-4-nitro-phenoxy}-4-methoxy-phenyl)-acetic acid ethyl ester, 1,1-dimethylhydrazine, ferric chloride, and DARCO. RXN SMILES: [C:21]([CH3:22])([CH3:23])([CH3:24])[O:25][C:26]([CH:27]1[N:28]([C:32]([CH:33]([NH2:34])[CH3:35])=[O:36])[CH2:29][CH2:30][CH2:31]1)=[O:37].[C:42]([BH3-:43])#[N:44].[CH2:1]1[O:2][C:3]([CH2:4][CH2:5][CH2:6][C:7]([C:8](=[O:9])[O:10][CH2:11][CH3:12])=[O:13])([c:14]2[s:15][cH:16][cH:17][cH:18]2)[O:19][CH2:20]1.[CH3:38][C:39](=[O:40])[OH:41].[CH3:46][CH2:47][OH:48].[Na+:45]>>[CH2:1]1[O:2][C:3]([CH2:4][CH2:5][CH2:6][CH:7]([C:8](=[O:9])[O:10][CH2:11][CH3:12])[NH:34][CH:33]([C:32]([N:28]2[CH:27]([C:26]([O:25][C:21]([CH3:22])([CH3:23])[CH3:24])=[O:37])[CH2:31][CH2:30][CH2:29]2)=[O:36])[CH3:35])([c:14]2[s:15][cH:16][cH:17][cH:18]2)[O:19][CH2:20]1. The product is CCOC(=O)C(CCCC1(c2cccs2)OCCO1)NC(C)C(=O)N1CCCC1C(=O)OC(C)(C)C. Reactants: CC(N)C(=O)N1CCCC1C(=O)OC(C)(C)C, [BH3-]C#N, CCOC(=O)C(=O)CCCC1(c2cccs2)OCCO1, CC(=O)O, CCO, [Na+]. Reactants: N([C@@H](CC1=CC=CC=C1)C(=O)NN)C(=O)OCC1=CC=CC=C1 (Z-Phe-NHNH2), C(C)(=O)O (acetic acid), TEA. Solvent: C1CCOC1 (THF). Conditions: time 2 hour. Yields the product N([C@@H](CC1=CC=CC=C1)C(=O)NNC(=O)C)C(=O)OCC1=CC=CC=C1 (Z-Phe-NHNH-CO-CH3). RXN SMILES: [NH:1]([C:14]([O:16][CH2:17][C:18]1[CH:23]=[CH:22][CH:21]=[CH:20][CH:19]=1)=[O:15])[C@H:2]([C:10]([NH:12][NH2:13])=[O:11])[CH2:3][C:4]1[CH:9]=[CH:8][CH:7]=[CH:6][CH:5]=1.[C:24](O)(=[O:26])[CH3:25]>C1COCC1>[NH:1]([C:14]([O:16][CH2:17][C:18]1[CH:23]=[CH:22][CH:21]=[CH:20][CH:19]=1)=[O:15])[C@H:2]([C:10]([NH:12][NH:13][C:24]([CH3:25])=[O:26])=[O:11])[CH2:3][C:4]1[CH:5]=[CH:6][CH:7]=[CH:8][CH:9]=1. Reported procedure: In 50 ml of THF is dissolved 2.0 g of Z-Phe-NHNH2, followed by adding 1.4 ml of anhydrous acetic acid and 0.9 ml of TEA under ice-cooling, and the mixture is stirred for 2 hours at room temperature. The precipitated crystals are collected by filtration, washed well with diethyl ether and recrystallized from ethyl acetate to give 1.9 g of crystals, m.p. 205°-206° C., [α]D23 -16.4° (c=0.50, DMF), Rf1 =0.60.